This data is from the Open Reaction Database (ORD), a public repository of structured organic reaction records. The task is: describe an organic reaction: reactants, conditions, products, and yield Starting materials: [Mg] (magnesium), BrC=1C=C(C=C(C1)C)C (5-bromo-m-xylene), O (water), C(C)OC(CCC1=CN=CN1CC1=CC=CC=C1)=O (1-benzyl-5-imidazole propionic acid ethyl ester). Solvent: O1CCCC1 (tetrahydrofuran), O1CCCC1 (tetrahydrofuran), O1CCCC1 (tetrahydrofuran). The product is C(C1=CC=CC=C1)N1C=NC=C1CCC(O)(C1=CC(=CC(=C1)C)C)C1=CC(=CC(=C1)C)C (1-benzyl-5-[3,3-bis(3,5-dimethylphenyl)-3-hydroxypropyl]-1H-imidazole). As a reaction SMILES: [Mg].Br[C:3]1[CH:4]=[C:5]([CH3:10])[CH:6]=[C:7]([CH3:9])[CH:8]=1.C(O[C:14](=[O:29])[CH2:15][CH2:16][C:17]1[N:21]([CH2:22][C:23]2[CH:28]=[CH:27][CH:26]=[CH:25][CH:24]=2)[CH:20]=[N:19][CH:18]=1)C.O>O1CCCC1>[CH2:22]([N:21]1[C:17]([CH2:16][CH2:15][C:14]([C:3]2[CH:8]=[C:7]([CH3:9])[CH:6]=[C:5]([CH3:10])[CH:4]=2)([C:3]2[CH:4]=[C:5]([CH3:10])[CH:6]=[C:7]([CH3:9])[CH:8]=2)[OH:29])=[CH:18][N:19]=[CH:20]1)[C:23]1[CH:24]=[CH:25][CH:26]=[CH:27][CH:28]=1. Reported procedure: 1,06 g of magnesium turnings are covered with 30 ml of dry tetrahydrofuran. To the mixture is then added dropwise a solution of 5-bromo-m-xylene (8,14 g) in 10 ml of dry tetrahydrofuran at such a rate that a smooth reaction is maintained. After the addition is complete, the reaction mixture is refluxed for one additional hour and cooled to room temperature. The reaction mixture is then added dropwise to a solution of 1-benzyl-5-imidazole propionic acid ethyl ester (5,0 g) in 40 ml of tetrahydrof...